From a dataset of the Open Reaction Database (ORD), a public repository of structured organic reaction records. describe an organic reaction: reactants, conditions, products, and yield Reactants: CC=1C=C(C=C(C1)C)O (3,5-dimethylphenol), CC1=C(C(O)=CC(=C1)C)O (3,5-dimethylcatechol), 4-methyl-2-pentanone peroxide, S(O)(O)(=O)=O (sulfuric acid). Reaction conditions: time 20 minute. Yields the product CC1=C(O)C(=CC(=C1)O)C (2,6-dimethylhydroquinone). As a reaction SMILES: [CH3:1][C:2]1[CH:3]=[C:4]([OH:9])[CH:5]=[C:6]([CH3:8])[CH:7]=1.S(=O)(=O)(O)[OH:11].CC1C=C(C)C=C(O)C=1O>>[CH3:8][C:6]1[CH:5]=[C:4]([OH:9])[CH:3]=[C:2]([CH3:1])[C:7]=1[OH:11]. Reported procedure: In a vessel used in Example 55, 100 g. (819 m.moles) of 3,5-dimethylphenol, 5.68 g. (P=42.11) of 4-methyl-2-pentanone peroxide and 0.01 g. of 98% sulfuric acid were placed and the reaction was carried out at 100° C. for 20 minutes in the same manner as in Example 55 and analyzed. 3.67 g. (26.6 m.moles) of 3,5-dimethylcatechol and 1.52 g. (11.0 m.moles) of 2,6-dimethylhydroquinone were obtained. The yield of dihydric alkylphenols was 89.3%. Starting materials: II (Iodine), BrC1=C(C=C(N)C=C1)C(F)(F)F (4-bromo-3-trifluoromethyl aniline). Reagents/catalysts: S(=O)(=O)([O-])[O-].[Ag+2] (silver sulfate). The solvent is C(C)O (ethanol). Yields the product BrC1=CC(=C(C=C1C(F)(F)F)N)I (4-bromo-2-iodo-5-trifluoromethyl-phenylamine). As a reaction SMILES: [I:1]I.[Br:3][C:4]1[CH:10]=[CH:9][C:7]([NH2:8])=[CH:6][C:5]=1[C:11]([F:14])([F:13])[F:12]>S([O-])([O-])(=O)=O.[Ag+2].C(O)C>[Br:3][C:4]1[C:5]([C:11]([F:12])([F:13])[F:14])=[CH:6][C:7]([NH2:8])=[C:9]([I:1])[CH:10]=1 |f:2.3|. Reported procedure: Iodine (1.4 g, 5.5 mmol, 1.1 eq.) was gradually added to a mixture solution of 4-bromo-3-trifluoromethyl aniline (1.2 g, 1.0 mmol), silver sulfate (1.72 g, 5.5 mmol, 1.1 eq.), and anhydrous ethanol (35 ml). This was stirred at room temperature for two and half hours. The reaction mixture was filtered through Celite, and washed with ethyl acetate. The wash solution was washed with aqueous solutions of 10% sodium thiosulfate, saturated sodium bicarbonate, and saturated sodium chloride, and then dr... Reactants: C1CN(CCC12CCCCC2)C(=O)N[C@H](C(=O)O)CC(C)(F)F ((S)-2-[(3-Azaspiro[5.5]undecane-3-carbonyl)amino]-4,4-difluoropentanoic acid), C1CN(CCC12CCCCC2)C(=O)N[C@H](C(=O)O)CC(C)(F)F ((S)-2-[(3-azaspiro[5.5]undecane-3-carbonyl)amino]-4,4-difluoropentanoic acid), ON1N=NC2=C1N=CC=C2 (1-hydroxy-7-azabenzotriazole), CCN=C=NCCCN(C)C.Cl (EDCl), 1-amino-1-cyclopropylnitrile hydrochloride, C(C)N1CCOCC1 (N-ethylmorpholine). Run in C1CCOC1.CN(C)C=O (THF DMF). Run at temperature 0 celsius, time 2 hour. The product is C(#N)C1(CC1)NC(=O)[C@H](CC(C)(F)F)NC(=O)N1CCC2(CC1)CCCCC2 (N—[(S)-1-(1-cyanocyclopropylcarbamoyl)-3,3-difluorobutyl]-3-azaspiro[5.5]undecane-3-carboxamide). As a reaction SMILES: [CH2:1]1[C:6]2([CH2:11][CH2:10][CH2:9][CH2:8][CH2:7]2)[CH2:5][CH2:4][N:3]([C:12]([NH:14][C@@H:15]([CH2:19][C:20]([F:23])([F:22])[CH3:21])[C:16](O)=[O:17])=[O:13])[CH2:2]1.ON1[C:29]2[N:30]=C[CH:32]=[CH:33][C:28]=2[N:27]=N1.CCN=C=NCCCN(C)C.Cl.C(N1CCOCC1)C>C1COCC1.CN(C=O)C>[C:29]([C:28]1([NH:27][C:16]([C@@H:15]([NH:14][C:12]([N:3]2[CH2:2][CH2:1][C:6]3([CH2:11][CH2:10][CH2:9][CH2:8][CH2:7]3)[CH2:5][CH2:4]2)=[O:13])[CH2:19][C:20]([F:22])([F:23])[CH3:21])=[O:17])[CH2:32][CH2:33]1)#[N:30] |f:2.3,5.6|. Procedure details: The crude product from example 8, (S)-2-[(3-azaspiro[5.5]undecane-3-carbonyl)amino]-4,4-difluoropentanoic acid, was dissolved in 6 ml of 2:1 THF/DMF and admixed with 161.8 mg (1.365 mmol, 1.05 eq.) of 1-amino-1-cyclopropylnitrile hydrochloride and 176.9 mg (1.3 mmol, 1 eq.) of 1-hydroxy-7-azabenzotriazole, cooled to 0° C. and admixed with 250 mg (1.3 mmol, 1 eq.) of EDCl and with 0.496 ml (3.9 mmol, 3 eq.) of N-ethylmorpholine. Subsequently, the mixture was stirred at 0° C. to RT for 2 h, THF wa... The reactants are ClC1=C(C=CC=C1Cl)C(CC1=CC=CC=C1)N (1-(2,3-dichlorophenyl)-2-phenylethanamine-), CO (methanol), amine, [OH-].[Na+] (NaOH). Product: ClC=1C(=C(C=CC1)C(CC1=CC=CC=C1)N)C (1-(3-chloro-2-methylphenyl)-2-phenylethanamine). The yield is 75.0%. RXN SMILES: Cl[C:2]1[C:7]([Cl:8])=[CH:6][CH:5]=[CH:4][C:3]=1[CH:9]([NH2:17])[CH2:10][C:11]1[CH:16]=[CH:15][CH:14]=[CH:13][CH:12]=1.[OH-].[Na+].[CH3:20]O>>[Cl:8][C:7]1[C:2]([CH3:20])=[C:3]([CH:9]([NH2:17])[CH2:10][C:11]2[CH:16]=[CH:15][CH:14]=[CH:13][CH:12]=2)[CH:4]=[CH:5][CH:6]=1 |f:1.2|. Procedure: To 2,3-dichlorobenzaldehyde (2.58 g, 19.2 mmol) in THF (5 mL) at 0° C. was added lithium bis(trimethylsilyl)amide (1M in THF, 23 mL). The ice-water bath was removed and the reaction mixture was stirred from 0° C. to room temperature for 2 h. The reaction mixture was then cooled back to 0° C. and benzylmagnesium chloride (1M in THF, 23 mL) was added. The reaction mixture was stirred from 0° C. to room temperature for 1 h then quenched with NH4Cl (Sat.), extracted with ethyl acetate. Combined ethy... The reactants are O=Cc1cc(Br)c(O)c(Br)c1, N#Cc1ccc2c(c1)NC(=O)C2, Cc1ccccc1, O, O, Cc1ccc(S(=O)(=O)O)cc1. Yields the product N#Cc1ccc2c(c1)NC(=O)C2=Cc1cc(Br)c(O)c(Br)c1. Reaction SMILES: [Br:13][c:14]1[cH:15][c:16]([CH:17]=[O:18])[cH:19][c:20]([Br:23])[c:21]1[OH:22].[C:1](#[N:2])[c:3]1[cH:4][cH:5][c:6]2[c:10]([cH:11]1)[NH:9][C:8](=[O:12])[CH2:7]2.[CH3:36][c:37]1[cH:38][cH:39][cH:40][cH:41][cH:42]1.[OH2:24].[OH2:43].[c:25]1([CH3:26])[cH:27][cH:28][c:29]([S:30]([OH:31])(=[O:32])=[O:33])[cH:34][cH:35]1>>[C:1](#[N:2])[c:3]1[cH:4][cH:5][c:6]2[c:10]([cH:11]1)[NH:9][C:8](=[O:12])[C:7]2=[CH:17][c:16]1[cH:15][c:14]([Br:13])[c:21]([OH:22])[c:20]([Br:23])[cH:19]1.